From a dataset of the Open Reaction Database (ORD), a public repository of structured organic reaction records. describe an organic reaction: reactants, conditions, products, and yield The reactants are O=C([O-])[O-], CCS(=O)(=O)c1ccc(Cc2c(C)c3c(OCC(=O)OC)ccc(F)c3[nH]c2=O)cc1, CN(C)C=O, [Cl-], CC(=O)OC(F)(F)Cl, [K+], [K+], [NH4+]. The product is CCS(=O)(=O)c1ccc(Cc2c(OC(F)F)nc3c(F)ccc(OCC(=O)OC)c3c2C)cc1. Reaction SMILES: [C:37](=[O:38])([O-:39])[O-:40].[CH3:1][O:2][C:3]([CH2:4][O:5][c:6]1[c:7]2[c:8]([CH3:30])[c:9]([CH2:18][c:19]3[cH:20][cH:21][c:22]([S:25](=[O:26])(=[O:27])[CH2:28][CH3:29])[cH:23][cH:24]3)[c:10](=[O:17])[nH:11][c:12]2[c:13]([F:16])[cH:14][cH:15]1)=[O:31].[CH3:32][N:33]([CH3:34])[CH:35]=[O:36].[Cl-:51].[Cl:43][C:44]([F:45])([F:46])[O:47][C:48](=[O:49])[CH3:50].[K+:41].[K+:42].[NH4+:52]>>[CH3:1][O:2][C:3]([CH2:4][O:5][c:6]1[c:7]2[c:8]([CH3:30])[c:9]([CH2:18][c:19]3[cH:20][cH:21][c:22]([S:25](=[O:26])(=[O:27])[CH2:28][CH3:29])[cH:23][cH:24]3)[c:10]([O:17][CH:44]([F:45])[F:46])[n:11][c:12]2[c:13]([F:16])[cH:14][cH:15]1)=[O:31]. Starting materials: C[Si](C)(C)C#N, CN(C)C(=O)Cl, CCOC(C)=O, O, O=C(OO)c1cccc(Cl)c1, CC(C)(C)OC(=O)CCc1ccncc1. Yields the product CC(C)(C)OC(=O)CCc1ccnc(C#N)c1. RXN SMILES: [CH3:27][Si:28]([CH3:29])([CH3:30])[C:31]#[N:32].[CH3:33][N:34]([CH3:35])[C:36]([Cl:37])=[O:38].[CH3:39][CH2:40][O:41][C:42](=[O:43])[CH3:44].[OH2:45].[OH:16][O:17][C:18]([c:19]1[cH:20][c:21]([Cl:22])[cH:23][cH:24][cH:25]1)=[O:26].[n:1]1[cH:2][cH:3][c:4]([CH2:7][CH2:8][C:9](=[O:10])[O:11][C:12]([CH3:13])([CH3:14])[CH3:15])[cH:5][cH:6]1>>[n:1]1[c:2]([C:31]#[N:32])[cH:3][c:4]([CH2:7][CH2:8][C:9](=[O:10])[O:11][C:12]([CH3:13])([CH3:14])[CH3:15])[cH:5][cH:6]1. Reactants: NCCCOC1=CC=C(C(=O)C2=CC=C(C=C2)NCCOCCOCCOCCOCCC(=O)OC(C)(C)C)C=C1 (tert-butyl 1-((4-(4-(3-aminopropoxy)benzoyl)phenyl)amino)-3,6,9,12-tetraoxapentadecan-15-oate). Solvent: C(Cl)Cl.C(=O)(C(F)(F)F)O (DCM TFA). Conditions: time 1 hour. Yields the product NCCCOC1=CC=C(C(=O)C2=CC=C(C=C2)NCCOCCOCCOCCOCCC(=O)O)C=C1 (1-((4-(4-(3-aminopropoxy)benzoyl)phenyl)amino)-3,6,9,12-tetraoxapentadecan-15-oic acid). Isolated yield 109.6%. RXN SMILES: [NH2:1][CH2:2][CH2:3][CH2:4][O:5][C:6]1[CH:41]=[CH:40][C:9]([C:10]([C:12]2[CH:17]=[CH:16][C:15]([NH:18][CH2:19][CH2:20][O:21][CH2:22][CH2:23][O:24][CH2:25][CH2:26][O:27][CH2:28][CH2:29][O:30][CH2:31][CH2:32][C:33]([O:35]C(C)(C)C)=[O:34])=[CH:14][CH:13]=2)=[O:11])=[CH:8][CH:7]=1>C(Cl)Cl.C(O)(C(F)(F)F)=O>[NH2:1][CH2:2][CH2:3][CH2:4][O:5][C:6]1[CH:41]=[CH:40][C:9]([C:10]([C:12]2[CH:17]=[CH:16][C:15]([NH:18][CH2:19][CH2:20][O:21][CH2:22][CH2:23][O:24][CH2:25][CH2:26][O:27][CH2:28][CH2:29][O:30][CH2:31][CH2:32][C:33]([OH:35])=[O:34])=[CH:14][CH:13]=2)=[O:11])=[CH:8][CH:7]=1 |f:1.2|. Reported procedure: tert-butyl 1-((4-(4-(3-aminopropoxy)benzoyl)phenyl)amino)-3,6,9,12-tetraoxapentadecan-15-oate (3.24 g, 5.63 mmol) was dissolved in a solution of DCM:TFA (2:1, 20 ml) and stirred ca. 1 h. Upon completion, reaction was then concentrated under reduced pressure, co-evaporated with toluene, and dried on oil pump for 5 hs to yield 3.20 g of crude 1-((4-(4-(3-aminopropoxy)benzoyl)phenyl)amino)-3,6,9,12-tetraoxapentadecan-15-oic acid as yellow oil. The crude product was used without any further purifica... The reactants are FC(C(=O)O)(F)F (Trifluoroactic acid), FC1=NC=CC=C1C(=O)C=1N=CN(C1)C(C1=CC=CC=C1)(C1=CC=CC=C1)C1=CC=CC=C1 ((2-fluoropyridin-3-yl)(1-trityl-1H-imidazol-4-yl)methanone). Conditions: time 18 hour. Product: FC1=NC=CC=C1C(=O)C=1N=CNC1 ((2-fluoropyridin-3-yl)(1H-imidazol-4-yl)methanone). Yield: 51.5%. Reaction SMILES: FC(F)(F)C(O)=O.[F:8][C:9]1[C:14]([C:15]([C:17]2[N:18]=[CH:19][N:20](C(C3C=CC=CC=3)(C3C=CC=CC=3)C3C=CC=CC=3)[CH:21]=2)=[O:16])=[CH:13][CH:12]=[CH:11][N:10]=1>>[F:8][C:9]1[C:14]([C:15]([C:17]2[N:18]=[CH:19][NH:20][CH:21]=2)=[O:16])=[CH:13][CH:12]=[CH:11][N:10]=1. Procedure: Trifluoroactic acid (5 ml) was added to (2-fluoropyridin-3-yl)(1-trityl-1H-imidazol-4-yl)methanone (1.1 g, 2.54 mmol). The reaction mixture was stirred for 18 hours. The crude mixture was concentrated in vacuo and treated with a 2N aqueous solution of HCl. The aqueous phase was extracted with diethyl ether and basified with NaOH pellets. The compound was extracted with ethyl acetate. The organic phase was washed with brine, dried over sodium sulfate, filtered and concentrated in vacuo to afford ... Starting materials: [Si](C)(C)(C(C)(C)C)O[C@H](C)[C@]1(C(N([C@H]1[C@@H](C)C(=S)C1=CC=C(C=C1)Cl)OC(C)(C)C)=O)C=C=O ((3S,4S)-3-[(1R)-1-t-Butyldimethylsilyloxyethyl]-4-[(1R)-1-p-chlorophenylthiocarbonylethyl]-1-t-butoxy- carbonylmethyl-2-azetidinone), O (water), C([O-])(O)=O.[Na+] (sodium bicarbonate), C1(=CC=CC=C1)OC (anisole). Solvent: C(Cl)Cl (methylene chloride). Reaction conditions: temperature 50 celsius, time 3 hour. The product is O[C@H](C)[C@H]1C(N([C@@H]1[C@@H](C)C(=S)C1=CC=C(C=C1)Cl)CC(=O)O)=O ((3S,4S)-3-[(1R)-1-hydroxyethyl]-4-[(1R)- 1-p-chlorophenylthiocarbonylethyl]-1-(1-carboxymethyl)-2-azetidinone). As a reaction SMILES: [Si]([O:8][C@@H:9]([C@:11]1(C=C=O)[C@H:14]([C@H:15]([C:17]([C:19]2[CH:24]=[CH:23][C:22]([Cl:25])=[CH:21][CH:20]=2)=[S:18])[CH3:16])[N:13](OC(C)(C)C)[C:12]1=[O:31])[CH3:10])(C(C)(C)C)(C)C.[C:35]1([O:41]C)[CH:40]=CC=CC=1.O.C(=O)(O)[O-:45].[Na+]>C(Cl)Cl>[OH:8][C@@H:9]([C@@H:11]1[C@@H:14]([C@H:15]([C:17]([C:19]2[CH:20]=[CH:21][C:22]([Cl:25])=[CH:23][CH:24]=2)=[S:18])[CH3:16])[N:13]([CH2:40][C:35]([OH:41])=[O:45])[C:12]1=[O:31])[CH3:10] |f:3.4|. Procedure details: (3S,4S)-3-[(1R)-1-t-Butyldimethylsilyloxyethyl]-4-[(1R)-1-p-chlorophenylthiocarbonylethyl]-1-t-butoxy- carbonylmethyl-2-azetidinone (1.0 g) was dissolved in dry methylene chloride (10 ml), and anisole (497 mg) and boron trifluoride-diethyl ether complex (1.04 g) were added thereto, followed by stirring at 38° to 42° C. for 3 hours. The organic layer was shaken with water and aqueous sodium bicarbonate. The aqueous layer was separated, adjusted to pH 1 with concentrated hydrochloric acid and extr... The reactants are COC=1C=C2C(C(C3=C(OC4(CCNCC4)CS3)C2=CC1)=O)=O (8-methoxyspiro[naphtho[1,2-b][1,4]oxathiine-2,4′-piperidine]-5,6-dione), C(C1=CC=CC=C1)[C@H]1OC1 ((2R)-2-benzyloxirane). The product is O[C@@H](CN1CCC2(CC1)CSC1=C(O2)C2=CC=C(C=C2C(C1=O)=O)OC)CC1=CC=CC=C1 (1′-[(2R)-2-hydroxy-3-phenylpropyl]-8-methoxyspiro[naphtho[1,2-b][1,4]oxathiine-2,4′-piperidine]-5,6-dione). As a reaction SMILES: [CH3:1][O:2][C:3]1[CH:4]=[C:5]2[C:19](=[CH:20][CH:21]=1)[C:9]1[O:10][C:11]3([CH2:17][S:18][C:8]=1[C:7](=[O:22])[C:6]2=[O:23])[CH2:16][CH2:15][NH:14][CH2:13][CH2:12]3.[CH2:24]([C@@H:31]1[CH2:33][O:32]1)[C:25]1[CH:30]=[CH:29][CH:28]=[CH:27][CH:26]=1>>[OH:32][C@H:31]([CH2:24][C:25]1[CH:30]=[CH:29][CH:28]=[CH:27][CH:26]=1)[CH2:33][N:14]1[CH2:15][CH2:16][C:11]2([O:10][C:9]3[C:19]4[C:5]([C:6](=[O:23])[C:7](=[O:22])[C:8]=3[S:18][CH2:17]2)=[CH:4][C:3]([O:2][CH3:1])=[CH:21][CH:20]=4)[CH2:12][CH2:13]1. Procedure details: Compound 204 was synthesized using 8-methoxyspiro[naphtho[1,2-b][1,4]oxathiine-2,4′-piperidine]-5,6-dione, (2R)-2-benzyloxirane and conditions outlined in procedure Y. M.p.=145-147° C.; 400 MHz 1H NMR (DMSO-d6) δ: 7.73 (d, J=8.6 Hz, 1H), 7.38 (d, J=7.6 Hz, 1H), 7.34 (d, J=2.8 Hz, 1H), 7.31 (d, J=3.0 Hz, 1H), 7.28-7.12 (m, 4H), 4.43 (d, J=4.7 Hz, 1H), 3.84 (s, 3H), 3.03 (s, 2H), 2.80-2.68 (m, 2H), 2.58 (dd, J=7.4, 14.0 Hz, 1H), 2.47-2.26 (m, 3H), 1.99-1.90 (m, 2H), 1.87-1.72 (m, 2H). LCMS: 466 [M...